Task: describe an organic reaction: reactants, conditions, products, and yield. Dataset: the Open Reaction Database (ORD), a public repository of structured organic reaction records The reactants are C(C)(C)(C)OC(=O)N1CCC(CC1)C(=O)O (1-(tert-butoxycarbonyl)piperidine-4-carboxylic acid), NCC1=NNC2=NC(=C(C(=C21)C2=CC=C(C=C2)F)C2=CC=NC=C2)C2=CC=C(C=C2)F (3-Aminomethyl-4,6-bis(4-fluorophenyl)-5-(4-pyridyl)-1H-pyrazolo[3,4-b]pyridine). Product: FC1=CC=C(C=C1)C1=C2C(=NC(=C1C1=CC=NC=C1)C1=CC=C(C=C1)F)NN=C2CNC(=O)C2CCN(CC2)C(=O)OC(C)(C)C (N-[4,6-Bis(4-fluorophenyl)-5-(4-pyridyl)-1H-pyrazolo[3,4-b]pyridin-3-ylmethyl]-1-(tert-butoxycarbonyl)piperidine-4-carboxamide). The yield is 26.0%. RXN SMILES: [C:1]([O:5][C:6]([N:8]1[CH2:13][CH2:12][CH:11]([C:14]([OH:16])=O)[CH2:10][CH2:9]1)=[O:7])([CH3:4])([CH3:3])[CH3:2].[NH2:17][CH2:18][C:19]1[C:27]2[C:22](=[N:23][C:24]([C:41]3[CH:46]=[CH:45][C:44]([F:47])=[CH:43][CH:42]=3)=[C:25]([C:35]3[CH:40]=[CH:39][N:38]=[CH:37][CH:36]=3)[C:26]=2[C:28]2[CH:33]=[CH:32][C:31]([F:34])=[CH:30][CH:29]=2)[NH:21][N:20]=1>>[F:34][C:31]1[CH:32]=[CH:33][C:28]([C:26]2[C:25]([C:35]3[CH:40]=[CH:39][N:38]=[CH:37][CH:36]=3)=[C:24]([C:41]3[CH:46]=[CH:45][C:44]([F:47])=[CH:43][CH:42]=3)[N:23]=[C:22]3[NH:21][N:20]=[C:19]([CH2:18][NH:17][C:14]([CH:11]4[CH2:10][CH2:9][N:8]([C:6]([O:5][C:1]([CH3:2])([CH3:3])[CH3:4])=[O:7])[CH2:13][CH2:12]4)=[O:16])[C:27]=23)=[CH:29][CH:30]=1. Procedure: Following a similar procedure to that described in example 48, but using 1-(tert-butoxycarbonyl)piperidine-4-carboxylic acid instead of 2-[4,6-bis(4-fluorophenyl)-5-(4-pyridyl)pyrazolo[3,4-b]pyridin-2-yl]acetic acid and 3-aminomethyl-4,6-bis(4-fluorophenyl)-5-(4-pyridyl)-1H-pyrazolo[3,4-b]pyridine (obtained in example 68) instead of morpholine, the title compound was obtained (yield: 26%). Starting materials: Br.Br.N1(CCOCC1)[C@@H]1CC2=C(N=C(S2)N)CC1 ((S)-6-morpholin-4-yl-4,5,6,7-tetrahydro-benzothiazol-2-ylamine dihydrobromide), C(#N)C1=CC=C(C=C1)C1=NN=C(S1)CC=1C=C(C(=O)O)C=CC1 (3-[5-(4-cyano-phenyl)-[1,3,4]-thiadiazol-2-ylmethyl]-benzoic acid), C(C)(C)N(C(C)C)CC (N,N-diisopropylethyl amine), 7-aza-hydroxybenzotriazole, C([O-])(O)=O.[Na+] (sodium bicarbonate). Run in O (H2O), C(CCl)Cl (EDC), CC(=O)N(C)C (dimethylacetamide). Run at time 1 hour. The product is C(#N)C1=CC=C(C=C1)C1=NN=C(S1)CC=1C=C(C(=O)NC=2SC3=C(N2)CC[C@@H](C3)N3CCOCC3)C=CC1 (3-[5-(4-cyano-phenyl)-[1,3,4]thiadiazol-2-ylmethyl]-N—((S)-6-morpholin-4-yl-4,5,6,7-tetrahydro-benzothiazol-2-yl)-benzamide). Yield: 16.5%. Reaction SMILES: [C:1]([C:3]1[CH:8]=[CH:7][C:6]([C:9]2[S:13][C:12]([CH2:14][C:15]3[CH:16]=[C:17]([CH:21]=[CH:22][CH:23]=3)[C:18](O)=[O:19])=[N:11][N:10]=2)=[CH:5][CH:4]=1)#[N:2].C(N(CC)C(C)C)(C)C.Br.Br.[N:35]1([C@H:41]2[CH2:50][CH2:49][C:44]3[N:45]=[C:46]([NH2:48])[S:47][C:43]=3[CH2:42]2)[CH2:40][CH2:39][O:38][CH2:37][CH2:36]1.C(=O)(O)[O-].[Na+]>CC(N(C)C)=O.O.C(Cl)CCl>[C:1]([C:3]1[CH:4]=[CH:5][C:6]([C:9]2[S:13][C:12]([CH2:14][C:15]3[CH:16]=[C:17]([CH:21]=[CH:22][CH:23]=3)[C:18]([NH:48][C:46]3[S:47][C:43]4[CH2:42][C@@H:41]([N:35]5[CH2:36][CH2:37][O:38][CH2:39][CH2:40]5)[CH2:50][CH2:49][C:44]=4[N:45]=3)=[O:19])=[N:11][N:10]=2)=[CH:7][CH:8]=1)#[N:2] |f:2.3.4,5.6|. Procedure details: Dissolve 3-[5-(4-cyano-phenyl)-[1,3,4]-thiadiazol-2-ylmethyl]-benzoic acid (0.13 g, 0.28 mmol) in 3 mL of dimethylacetamide. Add N,N-diisopropylethyl amine (0.17 mL, 0.95 mmol), of 7-aza-hydroxybenzotriazole (0.05 g, 0.37 mmol) and EDC (0.07, (0.36 mmol). Stir the mixture at room temperature for 1 h and add (S)-6-morpholin-4-yl-4,5,6,7-tetrahydro-benzothiazol-2-ylamine dihydrobromide (0.14 g, 0.35 mmol) in one portion. Heat the mixture at 60° C. for 15 h. Cool to room temperature and dilute with... Reactants: C(C1=CC=CC=C1)(=O)CCCC(=O)O (4-benzoylbutyric acid), solution, [OH-].[Na+] (sodium hydroxide), solution, Cl.NO (hydroxylamine hydrochloride). The solvent is C(C)O (ethanol). Reaction conditions: temperature 120 celsius. The product is N(O)=C(CCCC(=O)O)C1=CC=CC=C1 (5-Oximino-5-phenylpentanoic Acid). Reaction SMILES: [C:1]([CH2:9][CH2:10][CH2:11][C:12]([OH:14])=[O:13])(=O)[C:2]1[CH:7]=[CH:6][CH:5]=[CH:4][CH:3]=1.Cl.[NH2:16][OH:17].[OH-].[Na+]>C(O)C>[N:16](=[C:1]([C:2]1[CH:7]=[CH:6][CH:5]=[CH:4][CH:3]=1)[CH2:9][CH2:10][CH2:11][C:12]([OH:14])=[O:13])[OH:17] |f:1.2,3.4|. Procedure: 4-benzoylbutyric acid (4.26 g, 22.2 mmol), a 5 mL solution of aqueous hydroxylamine hydrochloride (1.80 g, 25.9 mmol), and a 2.0M solution of aqueous sodium hydroxide (14 mL, 28.0 mmol) were combined in 15 mL of absolute ethanol. The mixture was refluxed at 120° C. for 1 hour, then evaporated in vacuo to remove ethanol. A few drops of a 2.0M solution of aqueous hydrochloric acid were added to the solution to achieve a pH of 6. Then more water was added, and the slurry was filtered to isolate the... The reactants are C(C)OC(=O)C=1NC2=CC(=C(C=C2C1)O)Br (6-bromo-5-hydroxy-1H-indole-2-carboxylic acid ethyl ester), C(C)(C)N1CCC(CC1)O (1-isopropyl-piperidin-4-ol), C(CCC)P(CCCC)CCCC (tributylphosphine), N(=NC(=O)OC(C)(C)C)C(=O)OC(C)(C)C (di-tert-butyl azodicarboxylate). Solvent: O1CCCC1 (tetrahydrofuran). Run at temperature 0 celsius. The product is C(C)OC(=O)C=1NC2=CC(=C(C=C2C1)OC1CCN(CC1)C(C)C)Br (6-Bromo-5-(1-isopropyl-piperidin-4-yloxy)-1H-indole-2-carboxylic acid ethyl ester). The yield is 55.5%. As a reaction SMILES: [CH2:1]([O:3][C:4]([C:6]1[NH:7][C:8]2[C:13]([CH:14]=1)=[CH:12][C:11]([OH:15])=[C:10]([Br:16])[CH:9]=2)=[O:5])[CH3:2].[CH:17]([N:20]1[CH2:25][CH2:24][CH:23](O)[CH2:22][CH2:21]1)([CH3:19])[CH3:18].C(P(CCCC)CCCC)CCC.N(C(OC(C)(C)C)=O)=NC(OC(C)(C)C)=O>O1CCCC1>[CH2:1]([O:3][C:4]([C:6]1[NH:7][C:8]2[C:13]([CH:14]=1)=[CH:12][C:11]([O:15][CH:23]1[CH2:24][CH2:25][N:20]([CH:17]([CH3:19])[CH3:18])[CH2:21][CH2:22]1)=[C:10]([Br:16])[CH:9]=2)=[O:5])[CH3:2]. Procedure details: To the suspension of 0.25 g (0.88 mmol) 6-bromo-5-hydroxy-1H-indole-2-carboxylic acid ethyl ester in 5 mL tetrahydrofuran, 0.15 g (1.05 mmol) 1-isopropyl-piperidin-4-ol (commercially available) and 0.28 g (1.07 mmol) tributylphosphine were added. The suspension was cooled to 0° C., 0.244 g (1.06 mmol) di-tert-butyl azodicarboxylate was added and the reaction was allowed to reach room temperature. After 48 hours the suspension was filtered and the filtrate was evaporated. The residue was flash-ch... Reactants: ClC1=C(C=CC(=C1)Cl)C1N=C(NC(=C1C(=O)OC)C)C1=CC=CC=C1 (methyl 4-(2,4-dichlorophenyl)-6-methyl-2-phenyl-1,4-dihydropyrimidine-5-carboxylate). Reagents/catalysts: O=[Mn]=O (MnO2). Solvent: C1(=CC=CC=C1)C (PhCH3). Conditions: temperature 95 celsius. The product is ClC1=C(C=CC(=C1)Cl)C1=NC(=NC(=C1C(=O)OC)C)C1=CC=CC=C1 (methyl 4-(2,4-dichlorophenyl)-6-methyl-2-phenylpyrimidine-5-carboxylate), ClC1=C(C=CC(=C1)Cl)C1=NC(=NC(=C1C(=O)O)C)C1=CC=CC=C1 (4-(2,4-dichlorophenyl)-6-methyl-2-phenylpyrimidine-5-carboxylic acid). The yield is 15.0%. As a reaction SMILES: [Cl:1][C:2]1[CH:7]=[C:6]([Cl:8])[CH:5]=[CH:4][C:3]=1[CH:9]1[C:14]([C:15]([O:17][CH3:18])=[O:16])=[C:13]([CH3:19])[NH:12][C:11]([C:20]2[CH:25]=[CH:24][CH:23]=[CH:22][CH:21]=2)=[N:10]1>C1(C)C=CC=CC=1.O=[Mn]=O>[Cl:1][C:2]1[CH:7]=[C:6]([Cl:8])[CH:5]=[CH:4][C:3]=1[C:9]1[C:14]([C:15]([O:17][CH3:18])=[O:16])=[C:13]([CH3:19])[N:12]=[C:11]([C:20]2[CH:25]=[CH:24][CH:23]=[CH:22][CH:21]=2)[N:10]=1.[Cl:1][C:2]1[CH:7]=[C:6]([Cl:8])[CH:5]=[CH:4][C:3]=1[C:9]1[C:14]([C:15]([OH:17])=[O:16])=[C:13]([CH3:19])[N:12]=[C:11]([C:20]2[CH:25]=[CH:24][CH:23]=[CH:22][CH:21]=2)[N:10]=1. Procedure details: To a stirred solution of methyl 4-(2,4-dichlorophenyl)-6-methyl-2-phenyl-1,4-dihydropyrimidine-5-carboxylate (600 mg, 1.76 mmol) in PhCH3 (6 mL) was added MnO2 (227 mg, 2.64 mmol) and the reaction was heated to 95° C. for 14 hrs. The reaction was filtered through a pad of celite, concentrated under reduced pressure, and purified by flash chromatography (silica gel, 30% EtOAc/hexane) to give methyl 4-(2,4-dichlorophenyl)-6-methyl-2-phenylpyrimidine-5-carboxylate (150 mg, 23% for 2 steps) and 4-(2... Reactants: NC1=C(C(=CS1)C=1SC=CC1)C(=O)OCC (Ethyl 5′-amino-2,3′-bithiophene-4′-carboxylate), C(#N)C(=O)OCC (ethyl cyanoformate). Run in Cl.C(C)(=O)O (hydrogen chloride acetic acid). Conditions: temperature 90 celsius. Product: O=C1C2=C(N=C(N1)C(=O)OCC)SC=C2C=2SC=CC2 (ethyl 4-oxo-5-(2-thienyl)-3,4-dihydrothieno[2,3-d]pyrimidine-2-carboxylate). The yield is 88.5%. As a reaction SMILES: [NH2:1][C:2]1[S:6][CH:5]=[C:4]([C:7]2[S:8][CH:9]=[CH:10][CH:11]=2)[C:3]=1[C:12]([O:14]CC)=O.[C:17]([C:19]([O:21][CH2:22][CH3:23])=[O:20])#[N:18]>Cl.C(O)(=O)C>[O:14]=[C:12]1[NH:18][C:17]([C:19]([O:21][CH2:22][CH3:23])=[O:20])=[N:1][C:2]2[S:6][CH:5]=[C:4]([C:7]3[S:8][CH:9]=[CH:10][CH:11]=3)[C:3]1=2 |f:2.3|. Procedure details: Ethyl 5′-amino-2,3′-bithiophene-4′-carboxylate (3.00 g, 11.842 mmol) was suspended in 1N hydrogen chloride-acetic acid solution (30 mL), ethyl cyanoformate (1.29 g, 13.026 mmol) was added, and the mixture was stirred under heating at 90° C. for 2 hr. The reaction mixture was allowed to cool to room temperature, and concentrated under reduced pressure. The residue was suspended in diethyl ether, and the insoluble material was collected by filtration, washed with water to give the title compound a... The reactants are SCCC[Si](OC)(OC)OC (1-mercapto-3-trimethoxysilylpropane), C(C)NCC (diethylamine), S(=O)(=O)(Cl)Cl (sulfuryl chloride). Run in CCCCC (n-pentane), CCCCC (n-pentane). Run at time 20 minute. Yields the product C(C)N(SSCCC[Si](OC)(OC)OC)CC (N,N-Diethyl-3-(trimethoxysilyl)propylthiosulfenamide). Reaction SMILES: [SH:1][CH2:2][CH2:3][CH2:4][Si:5]([O:10][CH3:11])([O:8][CH3:9])[O:6][CH3:7].[S:12](Cl)(Cl)(=O)=O.[CH2:17]([NH:19][CH2:20][CH3:21])[CH3:18]>CCCCC>[CH2:17]([N:19]([CH2:20][CH3:21])[S:12][S:1][CH2:2][CH2:3][CH2:4][Si:5]([O:10][CH3:11])([O:6][CH3:7])[O:8][CH3:9])[CH3:18]. Procedure details: To a 3 liter 3-necked round bottom glass flask fitted with a dry-ice/acetone condenser, stirrer and dropping funnel was charged 196 grams (1.0 moles) 1-mercapto-3-trimethoxysilylpropane and 2 liters of n-pentane. The mixture was stirred until completely homogeneous afterwhich 135 grams (1.0 moles) of sulfuryl chloride was slowly added with stirring at room temperature. Nitrogen was slowly passed through the mixture for about 20 minutes. The liquid contents were transferred to a dropping funnel a... The reactants are CO (methyl alcohol), C=1(O)C(O)=CC=CC1 (catechol). Reaction conditions: time 14 hour. Yields the product monoalkyl ester, C=1(O)C(O)=CC=CC1 (catechol), C=1(C(O)=CC=CC1)OC (guaiacol). RXN SMILES: [C:1]1([C:3](=[CH:5][CH:6]=[CH:7][CH:8]=1)[OH:4])[OH:2].[CH3:9]O>>[C:1]1([C:3](=[CH:5][CH:6]=[CH:7][CH:8]=1)[OH:4])[OH:2].[C:3]1([O:4][CH3:9])[C:1](=[CH:8][CH:7]=[CH:6][CH:5]=1)[OH:2]. Procedure: The catalyst stratum was heated and when the temperature of the catalyst stratum reached 280° C., a starting compound mixture gas consisting of catechol and methyl alcohol in a molar mixing ratio of 1:3.44 and evaporated in an evaporator was fed, at a feeding rate of 10.5 g/min, together with nitrogen gas, into the reaction tube for 14 hours, to cause a catalytic dehydration (etherification) reaction of catechol with methyl alcohol and provide monoalkyl ester of catechol, i.e., guaiacol. Reactants: CC[N+](CC)(CC)Cc1ccccc1, C=C(C)C(=O)OC, BrC(Br)Br, [Cl-], [Na+], [OH-]. Yields the product COC(=O)C1(C)CC1(Br)Br. As a reaction SMILES: [CH2:13]([N+:14]([CH2:15][CH3:16])([CH2:17][CH3:18])[CH2:19][CH3:20])[c:21]1[cH:22][cH:23][cH:24][cH:25][cH:26]1.[CH3:1][O:2][C:3](=[O:4])[C:5]([CH3:6])=[CH2:7].[CH:8]([Br:9])([Br:10])[Br:11].[Cl-:12].[Na+:28].[OH-:27]>>[CH3:1][O:2][C:3](=[O:4])[C:5]1([CH3:7])[CH2:6][C:8]1([Br:9])[Br:11]. Reactants: ClC1=CC(=C(C(=O)O)C=C1)NS(=O)(=O)C=1C=2N=CC=NC2C=CC1 (4-Chloro-2-(quinoxaline-5-sulfonylamino)benzoic acid), Cl.COC([C@H](CC1=CC2=CC=CC=C2C=C1)N)=O ((S)-2-amino-3-naphthalen-2-yl-propionic acid methyl ester hydrochloride). Product: COC([C@H](CC1=CC2=CC=CC=C2C=C1)NC(C1=C(C=C(C=C1)Cl)NS(=O)(=O)C=1C=2N=CC=NC2C=CC1)=O)=O ((S)-3-Naphthalene-2-yl-2-[4-chloro-2-(quinoxaline-5-sulfonylamino)-benzoylamino]-propionic acid methyl ester). Reaction SMILES: [Cl:1][C:2]1[CH:10]=[CH:9][C:5]([C:6](O)=[O:7])=[C:4]([NH:11][S:12]([C:15]2[C:16]3[N:17]=[CH:18][CH:19]=[N:20][C:21]=3[CH:22]=[CH:23][CH:24]=2)(=[O:14])=[O:13])[CH:3]=1.Cl.[CH3:26][O:27][C:28](=[O:42])[C@@H:29]([NH2:41])[CH2:30][C:31]1[CH:40]=[CH:39][C:38]2[C:33](=[CH:34][CH:35]=[CH:36][CH:37]=2)[CH:32]=1>>[CH3:26][O:27][C:28](=[O:42])[C@@H:29]([NH:41][C:6](=[O:7])[C:5]1[CH:9]=[CH:10][C:2]([Cl:1])=[CH:3][C:4]=1[NH:11][S:12]([C:15]1[C:16]2[N:17]=[CH:18][CH:19]=[N:20][C:21]=2[CH:22]=[CH:23][CH:24]=1)(=[O:14])=[O:13])[CH2:30][C:31]1[CH:40]=[CH:39][C:38]2[C:33](=[CH:34][CH:35]=[CH:36][CH:37]=2)[CH:32]=1 |f:1.2|. Procedure: 4-Chloro-2-(quinoxaline-5-sulfonylamino)benzoic acid was coupled with (S)-2-amino-3-naphthalen-2-yl-propionic acid methyl ester hydrochloride as in EXAMPLE 1, Part C.